From a dataset of the Open Reaction Database (ORD), a public repository of structured organic reaction records. describe an organic reaction: reactants, conditions, products, and yield Reactants: [H-].[Na+] (sodium hydride), C1(=CC=C(C=C1)CCO)C1=CC=CC=C1 (2-[(1,1'-biphenyl)-4-yl]ethanol), ClC1=NC=NC2=CC=CC=C12 (4-chloroquinazoline). The solvent is CN(C)C=O (DMF), CN(C)C=O (DMF), O (water). Conditions: time 1 hour. The product is C1(=CC=C(C=C1)CCOC1=NC=NC2=CC=CC=C12)C1=CC=CC=C1 (4-[2-(1,1'-biphenyl)-4-ylethoxy]quinazoline). Yield: 30.8%. Reaction SMILES: [H-].[Na+].[C:3]1([C:12]2[CH:17]=[CH:16][CH:15]=[CH:14][CH:13]=2)[CH:8]=[CH:7][C:6]([CH2:9][CH2:10][OH:11])=[CH:5][CH:4]=1.Cl[C:19]1[C:28]2[C:23](=[CH:24][CH:25]=[CH:26][CH:27]=2)[N:22]=[CH:21][N:20]=1>CN(C=O)C.O>[C:3]1([C:12]2[CH:13]=[CH:14][CH:15]=[CH:16][CH:17]=2)[CH:4]=[CH:5][C:6]([CH2:9][CH2:10][O:11][C:19]2[C:28]3[C:23](=[CH:24][CH:25]=[CH:26][CH:27]=3)[N:22]=[CH:21][N:20]=2)=[CH:7][CH:8]=1 |f:0.1|. Procedure: To a solution of 0.53 g of sodium hydride in 200 ml of DMF was added 2.2 g of 2-[(1,1'-biphenyl)-4-yl]ethanol, and the mixture was stirred at room temperature for one hour. Then 1.8 g of 4-chloroquinazoline in 20 ml of DMF were added, and the mixture was stirred at room temperature for another three hours. The mixture was then poured into a mixture of ice in water. The solid phase was collected and washed with water. TLC showed two spots. The product was purified using HPLC (silica gel, CH2Cl2) ... The reactants are ClC=1C=C2C=CC(=CC2=CC1)S(=O)(=O)N1CCN(CC1)C(C1=CC=C(C=C1)C1=CC=NC=C1)=O (1-(6-chloronaphthalene-2-sulfonyl)-4-[4-(4-pyridyl)benzoyl]piperazine), ClC1=CC(=CC=C1)C(=O)OO (m-chloroperbenzoic acid). Run in ClCCl (dichloromethane), ClCCl (dichloromethane). Reaction conditions: time 2 hour. The product is ClC=1C=C2C=CC(=CC2=CC1)S(=O)(=O)N1CCN(CC1)C(=O)C1=CC=C(C=C1)C1=CC=[N+](C=C1)[O-] (4-[4-(4-(6-Chloronaphthalene-2-sulfonyl)piperazine-1-carbonyl)phenyl]pyridine 1-oxide). Isolated yield 91.0%. Reaction SMILES: [Cl:1][C:2]1[CH:3]=[C:4]2[C:9](=[CH:10][CH:11]=1)[CH:8]=[C:7]([S:12]([N:15]1[CH2:20][CH2:19][N:18]([C:21](=[O:34])[C:22]3[CH:27]=[CH:26][C:25]([C:28]4[CH:33]=[CH:32][N:31]=[CH:30][CH:29]=4)=[CH:24][CH:23]=3)[CH2:17][CH2:16]1)(=[O:14])=[O:13])[CH:6]=[CH:5]2.ClC1C=CC=C(C(OO)=[O:43])C=1>ClCCl>[Cl:1][C:2]1[CH:3]=[C:4]2[C:9](=[CH:10][CH:11]=1)[CH:8]=[C:7]([S:12]([N:15]1[CH2:20][CH2:19][N:18]([C:21]([C:22]3[CH:23]=[CH:24][C:25]([C:28]4[CH:33]=[CH:32][N+:31]([O-:43])=[CH:30][CH:29]=4)=[CH:26][CH:27]=3)=[O:34])[CH2:17][CH2:16]1)(=[O:14])=[O:13])[CH:6]=[CH:5]2. Procedure details: To a solution of 1-(6-chloronaphthalene-2-sulfonyl)-4-[4-(4-pyridyl)benzoyl]piperazine (200 mg) in dichloromethane (25 ml) was added m-chloroperbenzoic acid (140 mg) and the solution was stirred at room temperature for 2 hours. The reaction solution was diluted with dichloromethane, washed with 1 N sodium hydroxide solution and sodium chloride solution, dried and concentrated. The residue was crystallized with dichloromethane/hexane to give a colorless solid of the title compound (188 mg). The reactants are C(C)(C)(C)OCC1(OC2=C(C(=C(C(=C2C(C1)=O)C)O)C)C)C (2-tert.-butoxymethyl-6-hydroxy-2,5,7,8-tetramethyl-chroman-4-one), C(=O)([O-])[O-].[Na+].[Na+] (Na2CO3), C=1C=CC2=C(C1)C(=O)CCO2 (chromanone), C(C1=CC=CC=C1)Br (benzyl bromide). The solvent is CN(C=O)C (dimethylformamide). The product is C(C1=CC=CC=C1)OC=1C(=C2C(CC(OC2=C(C1C)C)(C)COC(C)(C)C)=O)C (6-benzyloxy-2-tert.-butoxymethyl-2,5,7,8-tetramethyl-chroman-4-one). RXN SMILES: [C:1]([O:5][CH2:6][C:7]1([CH3:22])[CH2:16][C:15](=[O:17])[C:14]2[C:9](=[C:10]([CH3:21])[C:11]([CH3:20])=[C:12]([OH:19])[C:13]=2[CH3:18])[O:8]1)([CH3:4])([CH3:3])[CH3:2].[CH:23]1[CH:24]=[CH:25][C:26]2OCC[C:29](=O)[C:27]=2[CH:28]=1.C(Br)C1C=CC=CC=1.C([O-])([O-])=O.[Na+].[Na+]>CN(C)C=O>[CH2:29]([O:19][C:12]1[C:13]([CH3:18])=[C:14]2[C:9](=[C:10]([CH3:21])[C:11]=1[CH3:20])[O:8][C:7]([CH2:6][O:5][C:1]([CH3:4])([CH3:3])[CH3:2])([CH3:22])[CH2:16][C:15]2=[O:17])[C:27]1[CH:28]=[CH:23][CH:24]=[CH:25][CH:26]=1 |f:3.4.5|. Procedure: 3.5 g of the crude product from Example 4 were converted to the above chromanone, using 7 g of benzyl bromide, 3 of Na2CO3 and 15 ml of dimethylformamide, by a method similar to that of Example 9. Yield (after purification three times by chromatography): 20%; melting point: 51°-62° C. The reactants are Fc1ccc2[nH]ccc2c1, O=S(=O)(Cl)Cl, c1ccccc1. The product is O=S(=O)(c1ccccc1)n1ccc2cc(F)ccc21. Reaction SMILES: [F:12][c:13]1[cH:14][c:15]2[cH:16][cH:17][nH:18][c:19]2[cH:20][cH:21]1.[S:1](=[O:2])(=[O:3])([Cl:4])[Cl:5].[cH:6]1[cH:7][cH:8][cH:9][cH:10][cH:11]1>>[S:1](=[O:2])(=[O:3])([c:6]1[cH:7][cH:8][cH:9][cH:10][cH:11]1)[n:18]1[cH:17][cH:16][c:15]2[cH:14][c:13]([F:12])[cH:21][cH:20][c:19]21.